This data is from the Open Reaction Database (ORD), a public repository of structured organic reaction records. The task is: describe an organic reaction: reactants, conditions, products, and yield Reaction conditions: time 24 hour. The yield is 52.7%. As a reaction SMILES: [N:1]1[C:10]2[C:5](=[CH:6][CH:7]=[CH:8][CH:9]=2)[N:4]=[CH:3][C:2]=1[C:11]1[CH:12]=[C:13]([NH2:17])[CH:14]=[CH:15][CH:16]=1.C(N(C(C)C)CC)(C)C.[Cl:27][CH:28]([CH3:32])[C:29](Cl)=[O:30]>C1COCC1.C(OCC)(=O)C>[Cl:27][CH:28]([CH3:32])[C:29]([NH:17][C:13]1[CH:14]=[CH:15][CH:16]=[C:11]([C:2]2[CH:3]=[N:4][C:5]3[C:10](=[CH:9][CH:8]=[CH:7][CH:6]=3)[N:1]=2)[CH:12]=1)=[O:30]. Product: ClC(C(=O)NC1=CC(=CC=C1)C1=NC2=CC=CC=C2N=C1)C (2-chloro-N-(3-(quinoxalin-2-yl)phenyl)propanamide). Reactants: N1=C(C=NC2=CC=CC=C12)C=1C=C(C=CC1)N ((3-quinoxalin-2-ylphenyl)amine), C(C)(C)N(CC)C(C)C (diisopropylethylamine), ClC(C(=O)Cl)C (2-chloropropionyl chloride). Solvent: C(C)(=O)OCC (ethyl acetate), C1CCOC1 (THF). Procedure details: To a solution of (3-quinoxalin-2-ylphenyl)amine (124 mg, 0.560 mmol) and diisopropylethylamine (DIEA, 111 μL, 0.672 mmol) in THF (5 mL), 2-chloropropionyl chloride (60 μL, 0.620 mmol) was added at room temperature. The reaction mixture was stirred at room temperature for 24 hrs and then diluted with ethyl acetate (20 mL). The organic phase was washed with water (20 mL), dried over MgSO4 and the solvent was evaporated in vacuo to afford 2-chloro-N-(3-(quinoxalin-2-yl)phenyl)propanamide (92 mg, 52... Starting materials: C1(=CC=CC=C1)C1=CC=2C3=C(N=C(N=C3C=CC2N1)N)N (8-phenyl-7H-pyrrolo[3,2-f]quinazoline-1,3-diamine), [H-].[Na+] (sodium hydride), CI (methyl iodide). The solvent is CN(C=O)C (dimethylformamide). The product is CN1C(=CC=2C3=C(N=C(N=C3C=CC21)N)N)C2=CC=CC=C2 (7-Methyl-8-phenyl-7H-pyrrolo[3,2-f]-quinazoline-1,3-diamine). RXN SMILES: [C:1]1([C:7]2[NH:19][C:18]3[CH:17]=[CH:16][C:15]4[C:10](=[C:11]([NH2:21])[N:12]=[C:13]([NH2:20])[N:14]=4)[C:9]=3[CH:8]=2)[CH:6]=[CH:5][CH:4]=[CH:3][CH:2]=1.[H-].[Na+].[CH3:24]I>CN(C)C=O>[CH3:24][N:19]1[C:18]2[CH:17]=[CH:16][C:15]3[C:10](=[C:11]([NH2:21])[N:12]=[C:13]([NH2:20])[N:14]=3)[C:9]=2[CH:8]=[C:7]1[C:1]1[CH:2]=[CH:3][CH:4]=[CH:5][CH:6]=1 |f:1.2|. Procedure details: In a manner similar to that recorded in Example 2 (Method A), 6.88 g. 8-phenyl-7H-pyrrolo[3,2-f]quinazoline-1,3-diamine in 300 ml. dry dimethylformamide is treated with 1.44 g. ca. 50% sodium hydride-mineral oil dispersion and the salt is reacted with 4.26 g. methyl iodide for 3 hours. The crude product is recrystallized from methanol (twice) and from acetonitrile to give 3.54 g. title compound, m.p. 295.0-296.5 (dec., softens 288°). Reactants: CC(=O)O[BH-](OC(C)=O)OC(C)=O, O=CCC(Cc1c(Cl)cc(OCc2ccccc2)cc1Cl)C(=O)N1C(=O)OCC1Cc1ccccc1, CC(Cl)Cl, ClCCl, NN1CCC(O)CC1, [Na+]. The product is O=C1C(Cc2c(Cl)cc(OCc3ccccc3)cc2Cl)CCN1N1CCC(O)CC1. As a reaction SMILES: [C:49]([O:50][BH-:51]([O:52][C:53](=[O:54])[CH3:55])[O:56][C:57](=[O:58])[CH3:59])(=[O:60])[CH3:61].[CH2:13]([CH:14]1[CH2:15][O:16][C:17](=[O:18])[N:19]1[C:26]([CH:27]([CH2:28][CH:29]=[O:20])[CH2:31][c:32]1[c:33]([Cl:47])[cH:34][c:35]([O:39][CH2:40][c:41]2[cH:42][cH:43][cH:44][cH:45][cH:46]2)[cH:36][c:37]1[Cl:38])=[O:48])[c:21]1[cH:22][cH:23][cH:24][cH:25][cH:30]1.[Cl:1][CH:2]([Cl:3])[CH3:4].[Cl:63][CH2:64][Cl:65].[NH2:5][N:6]1[CH2:7][CH2:8][CH:9]([OH:12])[CH2:10][CH2:11]1.[Na+:62]>>[N:5]1([N:6]2[CH2:7][CH2:8][CH:9]([OH:12])[CH2:10][CH2:11]2)[C:26](=[O:48])[CH:27]([CH2:31][c:32]2[c:33]([Cl:47])[cH:34][c:35]([O:39][CH2:40][c:41]3[cH:42][cH:43][cH:44][cH:45][cH:46]3)[cH:36][c:37]2[Cl:38])[CH2:28][CH2:29]1. Reactants: FC(C=1C=C2CC(CC2=CC1)CO)(F)F (5-trifluoromethyl-indan-2-yl-methanol), CC(=O)OI1(C=2C=CC=CC2C(=O)O1)(OC(=O)C)OC(=O)C (Dess-Martin reagent). Solvent: C(Cl)Cl (methylene chloride). Reaction conditions: time 1 hour. Product: FC(C=1C=C2CC(CC2=CC1)C=O)(F)F (5-trifluoromethyl-indan-2-carbaldehyde). Yield: 98.0%. As a reaction SMILES: [F:1][C:2]([F:15])([F:14])[C:3]1[CH:4]=[C:5]2[C:9](=[CH:10][CH:11]=1)[CH2:8][CH:7]([CH2:12][OH:13])[CH2:6]2.CC(OI1(OC(C)=O)(OC(C)=O)OC(=O)C2C=CC=CC1=2)=O>C(Cl)Cl>[F:1][C:2]([F:14])([F:15])[C:3]1[CH:4]=[C:5]2[C:9](=[CH:10][CH:11]=1)[CH2:8][CH:7]([CH:12]=[O:13])[CH2:6]2. Procedure details: The above 5-trifluoromethyl-indan-2-yl-methanol (216 mg, 1 mmol) was dissolved in methylene chloride (15 mL) and the solution was cooled in an ice bath. To this solution was added Dess-Martin reagent (450 mg, 1.06 mmol) in four portions. The mixture was warmed to room temperature and stirred for 1 hr. The mixture was evaporated to dryness and the residue was triturated with petroleum ether (14 mL) and ether (7 mL). The precipitate was filtered out and the filtrate was extracted with ether and so... Starting materials: CO, COC(=O)CS(=O)(=O)c1ccc2[nH]c(-c3ccc(Cl)s3)nc2c1, [Na+], [OH-]. Product: O=C(O)CS(=O)(=O)c1ccc2[nH]c(-c3ccc(Cl)s3)nc2c1. RXN SMILES: [CH3:26][OH:27].[Cl:3][c:4]1[cH:5][cH:6][c:7](-[c:9]2[n:10][c:11]3[c:12]([nH:13]2)[cH:14][cH:15][c:16]([S:18](=[O:19])(=[O:20])[CH2:21][C:22](=[O:23])[O:24][CH3:25])[cH:17]3)[s:8]1.[Na+:2].[OH-:1]>>[Cl:3][c:4]1[cH:5][cH:6][c:7](-[c:9]2[n:10][c:11]3[c:12]([nH:13]2)[cH:14][cH:15][c:16]([S:18](=[O:19])(=[O:20])[CH2:21][C:22](=[O:23])[OH:24])[cH:17]3)[s:8]1. Conditions: temperature 80 celsius, time 20 minute. The reactants are CCCCOc2ccc1cc(OC)ccc1c2 (substrate), C[Mg]Br (effective_coupling_partner). Product: Cc2ccc1cc(C)ccc1c2. The reagents and catalysts are PCy3. The reactants are CCOC(=O)c1nc(-c2cccc(Cl)c2)c(Br)s1, O=C(O)c1nc(-c2ccc(F)c(Cl)c2)c(-c2cc(F)cc(Cl)c2)s1. Yields the product O=C(O)c1nc(-c2cccc(Cl)c2)c(-c2cc(F)cc(Cl)c2)s1. As a reaction SMILES: [Br:25][c:26]1[s:27][c:28]([C:29]([O:30][CH2:31][CH3:32])=[O:33])[n:34][c:35]1-[c:36]1[cH:37][cH:38][cH:39][c:40]([Cl:41])[cH:42]1.[Cl:1][c:2]1[cH:3][c:4](-[c:9]2[n:10][c:11]([C:22](=[O:23])[OH:24])[s:12][c:13]2-[c:14]2[cH:15][c:16]([Cl:21])[cH:17][c:18]([F:20])[cH:19]2)[cH:5][cH:6][c:7]1[F:8]>>[Cl:1][c:2]1[cH:3][c:4](-[c:9]2[n:10][c:11]([C:22](=[O:23])[OH:24])[s:12][c:13]2-[c:14]2[cH:15][c:16]([Cl:21])[cH:17][c:18]([F:20])[cH:19]2)[cH:5][cH:6][cH:7]1.